describe an organic reaction: reactants, conditions, products, and yield From a dataset of the Open Reaction Database (ORD), a public repository of structured organic reaction records. The reactants are C[S+](C)(C)=O, CCOC(C)=O, COc1ccc2c(c1)C(=Cc1ccc3c(-c4ccc(N5CCOCC5)nc4)nn(COCC[Si](C)(C)C)c3c1)C(=O)N2, [H-], [I-], [Na+], CN(C)C=O. The product is COc1ccc2c(c1)C1(CC1c1ccc3c(-c4ccc(N5CCOCC5)nc4)nn(COCC[Si](C)(C)C)c3c1)C(=O)N2. RXN SMILES: [CH3:4][S+:5]([CH3:6])([CH3:7])=[O:8].[CH3:51][CH2:52][O:53][C:54]([CH3:55])=[O:56].[CH3:9][O:10][c:11]1[cH:12][c:13]2[c:17]([cH:18][cH:19]1)[NH:16][C:15](=[O:20])[C:14]2=[CH:21][c:22]1[cH:23][cH:24][c:25]2[c:26](-[c:39]3[cH:40][n:41][c:42]([N:45]4[CH2:46][CH2:47][O:48][CH2:49][CH2:50]4)[cH:43][cH:44]3)[n:27][n:28]([CH2:31][O:32][CH2:33][CH2:34][Si:35]([CH3:36])([CH3:37])[CH3:38])[c:29]2[cH:30]1.[H-:2].[I-:3].[Na+:1].[O:57]=[CH:58][N:59]([CH3:60])[CH3:61]>>[CH3:9][O:10][c:11]1[cH:12][c:13]2[c:17]([cH:18][cH:19]1)[NH:16][C:15](=[O:20])[C:14]21[CH:21]([c:22]2[cH:23][cH:24][c:25]3[c:26](-[c:39]4[cH:40][n:41][c:42]([N:45]5[CH2:46][CH2:47][O:48][CH2:49][CH2:50]5)[cH:43][cH:44]4)[n:27][n:28]([CH2:31][O:32][CH2:33][CH2:34][Si:35]([CH3:36])([CH3:37])[CH3:38])[c:29]3[cH:30]2)[CH2:51]1. Starting materials: NC1=C(C(=O)N)C=CC=N1 (2-amino-nicotinamide), COC(COCCC=1C=C(C=CC1)C)=O ((2-m-tolyl-ethoxy)-acetic acid methyl ester), [Li+].C[Si](C)(C)[N-][Si](C)(C)C (LiHMDS). The solvent is C1CCOC1 (THF). Yields the product C1(=CC(=CC=C1)CCOCC=1NC(C2=C(N1)N=CC=C2)=O)C (2-(2-m-Tolyl-ethoxymethyl)-3H-pyrido[2,3-d]pyrimidin-4-one). Reaction SMILES: [NH2:1][C:2]1[N:10]=[CH:9][CH:8]=[CH:7][C:3]=1[C:4]([NH2:6])=[O:5].CO[C:13](=O)[CH2:14][O:15][CH2:16][CH2:17][C:18]1[CH:19]=[C:20]([CH3:24])[CH:21]=[CH:22][CH:23]=1.[Li+].C[Si]([N-][Si](C)(C)C)(C)C>C1COCC1>[C:20]1([CH3:24])[CH:21]=[CH:22][CH:23]=[C:18]([CH2:17][CH2:16][O:15][CH2:14][C:13]2[NH:6][C:4](=[O:5])[C:3]3[CH:7]=[CH:8][CH:9]=[N:10][C:2]=3[N:1]=2)[CH:19]=1 |f:2.3|. Reported procedure: In analogy to example 91.3, 2-amino-nicotinamide and (2-m-tolyl-ethoxy)-acetic acid methyl ester (prepared from 2-m-tolyl-ethanol [1875-89-4] in analogy to example 91.1-91.2) reacted in the presence of LiHMDS in THF to yield after purification of the crude product with column chromatography (silica gel, EtOAc) and crystallization from EtOAc/heptane 2-(2-m-tolyl-ethoxymethyl)-3H-pyrido[2,3-d]pyrimidin-4-one as white solid. MS (m/e): 296.4 [M+H+]. Starting materials: [Cl-].[NH4+] (ammonium chloride), 1A, [Li]CCCC (n-BuLi), CC=1OC=CC1 (2-methylfuran), C1CO1 (Ethylene oxide). Solvent: C1CCOC1 (THF). Conditions: time 4 hour. Product: CC1=CC=C(O1)CCO (5-Methyl-2-furanethanol). Reaction SMILES: [Li][CH2:2][CH2:3][CH2:4][CH3:5].CC1[O:8][CH:9]=[CH:10][CH:11]=1.C1[O:14]C1.[Cl-].[NH4+]>C1COCC1>[CH3:5][C:4]1[O:8][C:9]([CH2:10][CH2:11][OH:14])=[CH:2][CH:3]=1 |f:3.4|. Reported procedure: A solution of n-BuLi (83.0 mL, 133 mmol, 1.6 M in hexanes) was added to a stirred solution of 2-methylfuran (10.0 mL, 111 mmol) in THF (85 mL) at 0° C. under nitrogen. The reaction mixture was stirred for 4 h at room temperature and cooled to 0° C. Ethylene oxide (8.30 mL, 166 mmol) was added drop wise and the reaction mixture was allowed to warm to room temperature over 16 h. Saturated aqueous ammonium chloride was added, the resulting layers were separated, and the aqueous layer was extracted ...